From a dataset of the Open Reaction Database (ORD), a public repository of structured organic reaction records. describe an organic reaction: reactants, conditions, products, and yield Reactants: C(C1=CC=CC=C1)OC(=O)C=1N=CSC1CCNC([C@@H](N[C@@H](CCC1=CC=CC=C1)C(=O)OCC)CC1=CC=CC=C1)=O (4-benzyloxycarbonyl-5-{2-[N-((1S)-1-ethoxycarbonyl-3-phenylpropyl)-(L)-phenylalanyl]aminoethyl}thiazole), Br.C(C)(=O)O (hydrogen bromide acetic acid). Run at time 1 day. Yields the product C(=O)(O)C=1N=CSC1CCNC([C@@H](N[C@@H](CCC1=CC=CC=C1)C(=O)OCC)CC1=CC=CC=C1)=O (4-carboxy-5-{2-[N-((1S)-1-ethoxycarbonyl-3-phenylpropyl)-(L)-phenylalanyl]aminoethyl}thiazole). Isolated yield 67.9%. Reaction SMILES: C([O:8][C:9]([C:11]1[N:12]=[CH:13][S:14][C:15]=1[CH2:16][CH2:17][NH:18][C:19](=[O:43])[C@H:20]([CH2:36][C:37]1[CH:42]=[CH:41][CH:40]=[CH:39][CH:38]=1)[NH:21][C@H:22]([C:31]([O:33][CH2:34][CH3:35])=[O:32])[CH2:23][CH2:24][C:25]1[CH:30]=[CH:29][CH:28]=[CH:27][CH:26]=1)=[O:10])C1C=CC=CC=1.Br.C(O)(=O)C>>[C:9]([C:11]1[N:12]=[CH:13][S:14][C:15]=1[CH2:16][CH2:17][NH:18][C:19](=[O:43])[C@H:20]([CH2:36][C:37]1[CH:42]=[CH:41][CH:40]=[CH:39][CH:38]=1)[NH:21][C@H:22]([C:31]([O:33][CH2:34][CH3:35])=[O:32])[CH2:23][CH2:24][C:25]1[CH:30]=[CH:29][CH:28]=[CH:27][CH:26]=1)([OH:10])=[O:8] |f:1.2|. Reported procedure: A mixture of 2.2 g of 4-benzyloxycarbonyl-5-{2-[N-((1S)-1-ethoxycarbonyl-3-phenylpropyl)-(L)-phenylalanyl]aminoethyl}thiazole and 30 ml of a 25% hydrogen bromide-acetic acid solution was stirred at room temperature for one day. After removing the solvent, the mixture was neutralized with a 10% potassium carbonate aqueous solution. The crystals obtained were recrystallized from a methanol-isopropyl ether mixed solution to obtain 1.27 g of 4-carboxy-5-{2-[N-((1S)-1-ethoxycarbonyl-3-phenylpropyl)-(... The reactants are C1CCOC1, C[S-], Cc1nc(Cl)cc(Cl)n1, [Na+]. Yields the product CSc1cc(Cl)nc(C)n1. Reaction SMILES: [CH2:13]1[O:14][CH2:15][CH2:16][CH2:17]1.[CH3:10][S-:11].[Cl:1][c:2]1[n:3][c:4]([CH3:9])[n:5][c:6]([Cl:8])[cH:7]1.[Na+:12]>>[Cl:1][c:2]1[n:3][c:4]([CH3:9])[n:5][c:6]([S:11][CH3:10])[cH:7]1. Starting materials: ClC=1C(=NC=NC1Cl)N (5,6-dichloropyrimidin-4-amine), NCCCCNC(OC(C)(C)C)=O (tert-butyl (4-aminobutyl)carbamate), O(C1=CC=CC=C1)C1=CC=C(C=C1)B(O)O ((4-phenoxyphenyl)boronic acid), C(C=C)(=O)Cl (acryloyl chloride). Product: NC1=C(C(=NC=N1)NCCCCNC(C=C)=O)C1=CC=C(C=C1)OC1=CC=CC=C1 (N-(4-((6-amino-5-(4-phenoxyphenyl)pyrimidin-4-yl)amino)butyl)acrylamide). Reaction SMILES: Cl[C:2]1[C:3]([NH2:9])=[N:4][CH:5]=[N:6][C:7]=1Cl.[NH2:10][CH2:11][CH2:12][CH2:13][CH2:14][NH:15][C:16](=[O:22])OC(C)(C)C.[O:23]([C:30]1[CH:35]=[CH:34][C:33](B(O)O)=[CH:32][CH:31]=1)[C:24]1[CH:29]=[CH:28][CH:27]=[CH:26][CH:25]=1.[C:39](Cl)(=O)[CH:40]=C>>[NH2:9][C:3]1[N:4]=[CH:5][N:6]=[C:7]([NH:10][CH2:11][CH2:12][CH2:13][CH2:14][NH:15][C:16](=[O:22])[CH:39]=[CH2:40])[C:2]=1[C:27]1[CH:28]=[CH:29][C:24]([O:23][C:30]2[CH:35]=[CH:34][CH:33]=[CH:32][CH:31]=2)=[CH:25][CH:26]=1. Procedure: N-(4-((6-amino-5-(4-phenoxyphenyl)pyrimidin-4-yl)amino)butyl)acrylamide was prepared from 5,6-dichloropyrimidin-4-amine, tert-butyl (4-aminobutyl)carbamate, (4-phenoxyphenyl)boronic acid, and acryloyl chloride using methods B, C, D, and F. HPLC purity: 100%. MS: m/z=404 [M+H]+. The reactants are CN(C(COCC(=O)O)=O)C=1C=C2C(C(=NC2=CC1)C)(C)C ({2-[Methyl(2,3,3-trimethyl-3H-indol-5-yl)amino]-2-oxoethoxy}-acetic Acid), C1(COCC(=O)O1)=O (diglycolic anhydride), CN(C(COCC(=O)O)=O)C1=CC2=C(N=C(S2)C)C=C1 ({2-[Methyl(2-methyl-1,3-benzothiazol-6-yl)-amino]-2-oxoethoxy}acetic Acid), CN (N-Methylamine). Solvent: C(Cl)(Cl)Cl (chloroform). The product is CNC=1C=C2C(C(=NC2=CC1)C)(C)C (N,2,3,3-Tetramethyl-3H-indol-5-amine). Yield: 86.0%. As a reaction SMILES: [CH3:1][N:2]([C:11]1[CH:12]=[C:13]2[C:17](=[CH:18][CH:19]=1)[N:16]=[C:15]([CH3:20])[C:14]2([CH3:22])[CH3:21])C(=O)COCC(O)=O.CN(C1C=CC2N=C(C)SC=2C=1)C(=O)COCC(O)=O.CN.C1(=O)OC(=O)COC1>C(Cl)(Cl)Cl>[CH3:1][NH:2][C:11]1[CH:12]=[C:13]2[C:17](=[CH:18][CH:19]=1)[N:16]=[C:15]([CH3:20])[C:14]2([CH3:22])[CH3:21]. Reported procedure: The yield was 86%, yellow solid. 1H NMR (500 MHz, CDCl3): δ 1.34 (s, 6H, 2×CH3), 2.29 (s, 3H, CH3), 2.94 (s, 3H, NCH3), 3.52 (s, 1H, NH), 6.5-7.5 (m, 3H, aromatic ring). ESI-MS: 189 (MH+). {2-[Methyl(2,3,3-trimethyl-3H-indol-5-yl)amino]-2-oxoethoxy}-acetic Acid (20) and {2-[Methyl(2-methyl-1,3-benzothiazol-6-yl)-amino]-2-oxoethoxy}acetic Acid (21). N-Methylamine from the previous synthesis (1.0 mmol) was dissolved in 20 mL of chloroform. A 1.1 mmol sample of diglycolic anhydride was added, and t... The reactants are N1C=NC2=C1C=CC(=C2)N (1H-benzo[d]imidazol-5-amine), C(OC(C[N+]#[C-])(C)C)(OC)=O (1-isocyano-2-methylpropan-2-yl methyl carbonate), CC(C)([O-])C.[Na+] (sodium tert.-butoxide), FC1(CCC(CC1)C1=CC=C(C=O)C=C1)F (4-(4,4-difluorocyclohexyl)benzaldehyde), C(CC(=O)[O-])(=O)OC(C)(C)C (mono-tert-butyl malonate). The product is N1C=NC2=C1C=CC(=C2)N2C(CC(C2C2=CC=C(C=C2)C2CCC(CC2)(F)F)=O)=O (1-(1H-Benzo[d]imidazol-5-yl)-5-(4-(4,4-difluorocyclohexyl)phenyl)-pyrrolidine-2,4-dione). Reaction SMILES: [NH:1]1[C:5]2[CH:6]=[CH:7][C:8]([NH2:10])=[CH:9][C:4]=2[N:3]=[CH:2]1.[F:11][C:12]1([F:26])[CH2:17][CH2:16][CH:15]([C:18]2[CH:25]=[CH:24][C:21]([CH:22]=O)=[CH:20][CH:19]=2)[CH2:14][CH2:13]1.[C:27](OC(C)(C)C)(=[O:32])[CH2:28][C:29]([O-])=[O:30].C(=O)(OC)OC(C)(C)C[N+]#[C-].CC(C)([O-])C.[Na+]>>[NH:1]1[C:5]2[CH:6]=[CH:7][C:8]([N:10]3[CH:22]([C:21]4[CH:24]=[CH:25][C:18]([CH:15]5[CH2:16][CH2:17][C:12]([F:26])([F:11])[CH2:13][CH2:14]5)=[CH:19][CH:20]=4)[C:29](=[O:30])[CH2:28][C:27]3=[O:32])=[CH:9][C:4]=2[N:3]=[CH:2]1 |f:4.5|. Procedure details: The compound was synthesized starting from 1H-benzo[d]imidazol-5-amine (0.71 g, 5.35 mmol), 4-(4,4-difluorocyclohexyl)benzaldehyde (1.2 g, 5.35 mmol), mono-tert-butyl malonate (0.850 mg, 5.35 mmol), 1-isocyano-2-methylpropan-2-yl methyl carbonate (0.84 g, 5.35 mmol) and sodium tert.-butoxide (0.615 g, 5.5 mmol) according to method 5. Reactants: intermediate A1, BrC=1C=CC=2N(C1)N=C(N2)NC(C2=CN=CC=C2)=O (N-(6-bromo[1,2,4]triazolo[1,5-a]pyridin-2-yl)nicotinamide), NC=1C=C(C=CC1)B(O)O (3-aminobenzeneboronic acid). Yields the product NC=1C=C(C=CC1)C=1C=CC=2N(C1)N=C(N2)NC(C2=CN=CC=C2)=O (N-[6-(3-aminophenyl)[1,2,4]triazolo[1,5-a]pyridin-2-yl]nicotinamide). Isolated yield 39.1%. RXN SMILES: Br[C:2]1[CH:3]=[CH:4][C:5]2[N:6]([N:8]=[C:9]([NH:11][C:12](=[O:19])[C:13]3[CH:18]=[CH:17][CH:16]=[N:15][CH:14]=3)[N:10]=2)[CH:7]=1.[NH2:20][C:21]1[CH:22]=[C:23](B(O)O)[CH:24]=[CH:25][CH:26]=1>>[NH2:20][C:21]1[CH:26]=[C:25]([C:2]2[CH:3]=[CH:4][C:5]3[N:6]([N:8]=[C:9]([NH:11][C:12](=[O:19])[C:13]4[CH:18]=[CH:17][CH:16]=[N:15][CH:14]=4)[N:10]=3)[CH:7]=2)[CH:24]=[CH:23][CH:22]=1. Procedure: The title compound was prepared following procedure described for intermediate A1 step a) but starting from N-(6-bromo[1,2,4]triazolo[1,5-a]pyridin-2-yl)nicotinamide ((B6), 75 mg; 0.24 mmol; 1.0 eq.) and 3-aminobenzeneboronic acid (64 mg; 0.47 mmol; 2.0 eq.). Purification by flash chromatography on silica (MeOH/DCM, gradient from 0:100 to 10:90) gave the title compound as a dark red solid (31 mg, 40%). HPLC, Rt: 1.07 min. (purity 96.3%). LC/MS, M+(ESI): 331.4, M−(ESI): 329.4. Product: BrC=1N(N=C2C=CC(=CC12)CN1C(=NC=2C1=NC(=CC2C)C)CC)C2=C(C(=CC=C2)Cl)C=2N=NN(N2)C(C2=CC=CC=C2)(C2=CC=CC=C2)C2=CC=CC=C2 (3-{[3-bromo-2-[3-chloro-2-(2-(triphenylmethyl)-2H-tetrazol-5-yl)phenyl]-2H-indazol-5-yl]methyl}-2-ethyl-5, 7-dimethyl-3H-imidazo[4,5-b]pyridine). RXN SMILES: Cl[C:2]1[C:3]([N:32]2[CH:40]=[C:39]3[C:34]([CH:35]=[CH:36][C:37]([CH3:41])=[CH:38]3)=[N:33]2)=[C:4]([C:8]2[N:9]=[N:10][N:11]([C:13]([C:26]3[CH:31]=[CH:30][CH:29]=[CH:28][CH:27]=3)([C:20]3[CH:25]=[CH:24][CH:23]=[CH:22][CH:21]=3)[C:14]3[CH:19]=[CH:18][CH:17]=[CH:16][CH:15]=3)[N:12]=2)C=[CH:6][CH:7]=1.[Br:42]N1C(=O)CCC1=O.N(C(C)(C)C#N)=NC(C)(C)C#N.[H-].[Na+].[CH2:64]([C:66]1[NH:67][C:68]2[C:69]([N:76]=1)=[N:70][C:71]([CH3:75])=[CH:72][C:73]=2[CH3:74])[CH3:65].Cl[CH2:78][Cl:79]>CN(C=O)C.O.C(Cl)(Cl)(Cl)Cl>[Br:42][C:40]1[N:32]([C:3]2[CH:2]=[CH:7][CH:6]=[C:78]([Cl:79])[C:4]=2[C:8]2[N:9]=[N:10][N:11]([C:13]([C:20]3[CH:21]=[CH:22][CH:23]=[CH:24][CH:25]=3)([C:14]3[CH:19]=[CH:18][CH:17]=[CH:16][CH:15]=3)[C:26]3[CH:27]=[CH:28][CH:29]=[CH:30][CH:31]=3)[N:12]=2)[N:33]=[C:34]2[C:39]=1[CH:38]=[C:37]([CH2:41][N:76]1[C:69]3=[N:70][C:71]([CH3:75])=[CH:72][C:73]([CH3:74])=[C:68]3[N:67]=[C:66]1[CH2:64][CH3:65])[CH:36]=[CH:35]2 |f:3.4|. The solvent is CN(C)C=O (DMF), O (water), C(Cl)(Cl)(Cl)Cl (Carbon tetrachloride). Reactants: [H-].[Na+] (sodium hydride), C(C)C=1NC=2C(=NC(=CC2C)C)N1 (2-ethyl-5,7-dimethyl-1H-imidazo[4,5-b]pyridine), ClC=1C(=C(C=CC1)C=1N=NN(N1)C(C1=CC=CC=C1)(C1=CC=CC=C1)C1=CC=CC=C1)N1N=C2C=CC(=CC2=C1)C (5-[3-chloro-2-[5-methyl-2H-indazol-2-yl)phenyl]-2-(triphenylmethyl)-2H-tetrazole), BrN1C(CCC1=O)=O (N-bromosuccinimide), BrN1C(CCC1=O)=O (N-bromosuccinimide), N(=NC(C#N)(C)C)C(C#N)(C)C (azobisisobutyronitrile), ClCCl (dichloromethane). Procedure details: Carbon tetrachloride (40 ml) was added to 5-[3-chloro-2-[5-methyl-2H-indazol-2-yl)phenyl]-2-(triphenylmethyl)-2H-tetrazole (4.0 g, 7.23 mmol) as obtained in Reference Example 16, and the mixture was stirred. Thereto were added N-bromosuccinimide (1.42 g, 7.96 mmol), and the mixture was refluxed under heating for an hour. Thereto were added N-bromosuccinimide (1.22 g, 6.89 mmol) and azobisisobutyronitrile (57 mg, 0.345 mmol), and the mixture was refluxed under heating for 2.5 hours. After cooling...